From a dataset of the Open Reaction Database (ORD), a public repository of structured organic reaction records. describe an organic reaction: reactants, conditions, products, and yield The yield is 17.2%. Run at temperature 190 celsius, time 3 hour. Solvent: O (water), O (water). RXN SMILES: [Cl:1][C:2]1[C:7]([O:8][CH:9]([CH3:11])[CH3:10])=[CH:6][C:5]([C:12]2[C:13](=[O:28])[C:14](C(OCC)=O)=[C:15]([C:19]([F:22])([F:21])[F:20])[N:16]([CH3:18])[CH:17]=2)=[C:4]([F:29])[CH:3]=1.[Cl-].[Na+].CS(C)=O>O>[Cl:1][C:2]1[C:7]([O:8][CH:9]([CH3:10])[CH3:11])=[CH:6][C:5]([C:12]2[C:13](=[O:28])[CH:14]=[C:15]([C:19]([F:20])([F:21])[F:22])[N:16]([CH3:18])[CH:17]=2)=[C:4]([F:29])[CH:3]=1 |f:1.2|. Yields the product ClC1=CC(=C(C=C1OC(C)C)C=1C(C=C(N(C1)C)C(F)(F)F)=O)F (5-(4-chloro-2-fluoro-5-isopropoxyphenyl)-1-methyl-2-trifluoromethyl-4(1H)-pyridone). Reactants: ClC1=CC(=C(C=C1OC(C)C)C=1C(C(=C(N(C1)C)C(F)(F)F)C(=O)OCC)=O)F (5-(4-chloro-2-fluoro-5-isopropoxyphenyl)-3-ethoxycarbonyl-1-methyl-2-trifluoromethyl-4(1H)-pyridone), [Cl-].[Na+] (sodium chloride), CS(=O)C (dimethylsulfoxide). Procedure: 0.7 g (1.6 mmol) of 5-(4-chloro-2-fluoro-5-isopropoxyphenyl)-3-ethoxycarbonyl-1-methyl-2-trifluoromethyl-4(1H)-pyridone, 0.15 g (2.5 mmol) of sodium chloride and 0.1 ml of water were added to 5 ml of dimethylsulfoxide, followed by stirring at 190° C. for 3 hours. After cooling, this reaction solution was poured into water and extracted with ethyl acetate. After washing with water, the organic layer was dried over anhydrous magnesium sulfate. Ethyl acetate was distilled off under reduced pressure... Starting materials: S(=O)(=O)(O)CCCNCCNCCCS(=O)(=O)O (N,N'-bis(3-sulfopropyl)ethylenediamine), O (water), C(CCCCCCC)(=O)Cl (caprylic chloride), [OH-].[Na+] (NaOH), [OH-].[Na+] (NaOH), C(CCCCCCC)(=O)Cl (caprylic chloride). Run in CC(=O)C (acetone). Reaction conditions: temperature 10 celsius, time 1 hour. Product: C(CCCCCCC)(=O)N(CCCS(=O)(=O)[O-])CCN(CCCS(=O)(=O)[O-])C(CCCCCCC)=O.[Na+].[Na+] (disodium 4,7-dioctanoyl-4,7-diazadecane-1, 10-disulfonate). Reaction SMILES: [S:1]([CH2:5][CH2:6][CH2:7][NH:8][CH2:9][CH2:10][NH:11][CH2:12][CH2:13][CH2:14][S:15]([OH:18])(=[O:17])=[O:16])([OH:4])(=[O:3])=[O:2].[OH2:19].[OH-].[Na+:21].[C:22](Cl)(=[O:30])[CH2:23][CH2:24][CH2:25][CH2:26][CH2:27][CH2:28][CH3:29]>CC(C)=O>[C:22]([N:8]([CH2:9][CH2:10][N:11]([C:22](=[O:19])[CH2:23][CH2:24][CH2:25][CH2:26][CH2:27][CH2:28][CH3:29])[CH2:12][CH2:13][CH2:14][S:15]([O-:18])(=[O:16])=[O:17])[CH2:7][CH2:6][CH2:5][S:1]([O-:4])(=[O:2])=[O:3])(=[O:30])[CH2:23][CH2:24][CH2:25][CH2:26][CH2:27][CH2:28][CH3:29].[Na+:21].[Na+:21] |f:2.3,6.7.8|. Procedure details: Subsequently, N,N'-bis(3-sulfopropyl)ethylenediamine (5 g, 0.016 mol), water (30 g), and acetone (13 g) were placed in a four-necked flask. The pH of the contents was adjusted to 8.5 with an aqueous 4N NaOH solution. The flask was cooled to 10° C., and caprylic chloride (5.3 g, 0.033 mol) was added dropwise. Since pH falls as the reaction proceeds, an aqueous 4N NaOH solution was added if necessary to maintain the pH between 9 and 10. When the caprylic chloride had been completely added, the mix... The reactants are O=C([O-])[O-], Oc1ccc(OCc2ccccc2)cc1, COCCOCCOC, [Cs+], [Cs+], [Cu]I, Ic1ccncc1, C1COCCO1. Product: c1ccc(COc2ccc(Oc3ccncc3)cc2)cc1. RXN SMILES: [C:16](=[O:17])([O-:18])[O-:19].[CH2:1]([c:2]1[cH:3][cH:4][cH:5][cH:6][cH:7]1)[O:8][c:9]1[cH:10][cH:11][c:12]([OH:15])[cH:13][cH:14]1.[CH3:29][O:30][CH2:31][CH2:32][O:33][CH2:34][CH2:35][O:36][CH3:37].[Cs+:20].[Cs+:21].[Cu:38][I:39].[I:22][c:23]1[cH:24][cH:25][n:26][cH:27][cH:28]1.[O:40]1[CH2:41][CH2:42][O:43][CH2:44][CH2:45]1>>[CH2:1]([c:2]1[cH:3][cH:4][cH:5][cH:6][cH:7]1)[O:8][c:9]1[cH:10][cH:11][c:12]([O:15][c:23]2[cH:24][cH:25][n:26][cH:27][cH:28]2)[cH:13][cH:14]1.